This data is from the Open Reaction Database (ORD), a public repository of structured organic reaction records. The task is: describe an organic reaction: reactants, conditions, products, and yield RXN SMILES: [CH3:1][C@:2]1([CH2:8][O:9][CH2:10][CH2:11][O:12][CH:13]2[CH2:18][CH2:17][CH2:16][CH2:15][O:14]2)[CH2:7][CH2:6][CH2:5][NH:4][CH2:3]1.[F:19][C:20]1[CH:21]=[CH:22][C:23]2[O:28][CH2:27][C@H:26]([CH2:29]OS(C)(=O)=O)[O:25][C:24]=2[CH:35]=1.C([O-])([O-])=O.[K+].[K+].O>CN(C=O)C>[F:19][C:20]1[CH:21]=[CH:22][C:23]2[O:28][CH2:27][C@H:26]([CH2:29][N:4]3[CH2:5][CH2:6][CH2:7][C:2]([CH3:1])([CH2:8][O:9][CH2:10][CH2:11][O:12][C@H:13]4[CH2:18][CH2:17][CH2:16][CH2:15][O:14]4)[CH2:3]3)[O:25][C:24]=2[CH:35]=1 |f:2.3.4|. Reactants: O (Water), C[C@]1(CNCCC1)COCCOC1OCCCC1 ((S)-3-Methyl-3-[2-(tetrahydropyran-2-yloxy)ethoxymethyl]piperidine), FC=1C=CC2=C(O[C@H](CO2)COS(=O)(=O)C)C1 (methanesulfonic acid (R)-(7-fluoro-2,3-dihydrobenzo[1,4]dioxin-2-yl)methyl ester), C(=O)([O-])[O-].[K+].[K+] (K2CO3). Run in CN(C)C=O (DMF). Product: FC=1C=CC2=C(O[C@H](CO2)CN2CC(CCC2)(COCCO[C@@H]2OCCCC2)C)C1 (1-((S)-7-Fluoro-2,3-dihydrobenzo[1,4]dioxin-2-ylmethyl)-3-methyl-3-[(S)-2-(tetrahydropyran-2-yloxy)ethoxymethyl]piperidine). Yield: 23.6%. Reported procedure: (S)-3-Methyl-3-[2-(tetrahydropyran-2-yloxy)ethoxymethyl]piperidine (100 mg, 0.39 mmol), methanesulfonic acid (R)-(7-fluoro-2,3-dihydrobenzo[1,4]dioxin-2-yl)methyl ester (102 mg, 0.39 mmol), K2CO3 (59 mg, 0.43 mmol) and KI (3 mg) were refluxed in dry DMF (3 ml) for 5 h. Water was added to the cooled mixture, followed by extraction with EtOAc (3×15 ml). The extracts were washed several times with water and finally with brine. After drying and filtering, the solvent was evaporated to give 143 mg of... The reactants are Cl.ClC=1C(=C(OC2CCNCC2)C=CC1Cl)C (4-(3,4-dichloro-2-methyl-phenoxy)-piperidine hydrochloride), C(C)(C)(C)OC(=O)N1CCC(CC1)COS(=O)(=O)C1=CC=C(C=C1)C (4-(toluene-4-sulfonyloxymethyl)-piperidine-1-carboxylic acid tert-butyl ester), C([O-])([O-])=O.[K+].[K+] (potassium carbonate). Run in C(C)#N (Acetonitrile), O (water), C(C)#N (Acetonitrile). Conditions: temperature 20 celsius, time 14 hour. Product: C(C)(C)(C)OC(=O)N1CCC(CC1)CN1CCC(CC1)OC1=C(C(=C(C=C1)Cl)Cl)C (4-[4-(3,4-dichloro-2-methyl-phenoxy)-piperidin-1-ylmethyl]-piperidine-1-carboxylic acid tert-butyl ester). Yield: 79.9%. Reaction SMILES: Cl.[Cl:2][C:3]1[C:4]([CH3:17])=[C:5]([CH:13]=[CH:14][C:15]=1[Cl:16])[O:6][CH:7]1[CH2:12][CH2:11][NH:10][CH2:9][CH2:8]1.[C:18]([O:22][C:23]([N:25]1[CH2:30][CH2:29][CH:28]([CH2:31]OS(C2C=CC(C)=CC=2)(=O)=O)[CH2:27][CH2:26]1)=[O:24])([CH3:21])([CH3:20])[CH3:19].C(=O)([O-])[O-].[K+].[K+]>C(#N)C.O>[C:18]([O:22][C:23]([N:25]1[CH2:30][CH2:29][CH:28]([CH2:31][N:10]2[CH2:11][CH2:12][CH:7]([O:6][C:5]3[CH:13]=[CH:14][C:15]([Cl:16])=[C:3]([Cl:2])[C:4]=3[CH3:17])[CH2:8][CH2:9]2)[CH2:27][CH2:26]1)=[O:24])([CH3:21])([CH3:19])[CH3:20] |f:0.1,3.4.5|. Procedure details: Acetonitrile (144 mL) and water (336 mL) were added to a mixture of 4-(3,4-dichloro-2-methyl-phenoxy)-piperidine hydrochloride (60 g), 4-(toluene-4-sulfonyloxymethyl)-piperidine-1-carboxylic acid tert-butyl ester (74.7 g) and potassium carbonate (57.3 g) and the mixture was heated to reflux for 7 h, then cooled over 30 min to 75° C. and held at 75° C. for 14 h, then heated over 30 min to reflux. Acetonitrile (192 mL) was added and then the mixture was cooled to 20° C. over 2 h to give a suspensi... Starting materials: CC(=O)CCCBr, ClC(Cl)Cl, [Na+], [Na+], O=C([O-])[O-], c1ccc2c(c1)Oc1ccccc1C2=C1CCNCC1. Product: CC(=O)CCCN1CCC(=C2c3ccccc3Oc3ccccc32)CC1. As a reaction SMILES: [Br:1][CH2:2][CH2:3][CH2:4][C:5]([CH3:6])=[O:7].[CH:34]([Cl:35])([Cl:36])[Cl:37].[Na+:28].[Na+:29].[O-:30][C:31](=[O:32])[O-:33].[cH:8]1[cH:9][cH:10][cH:11][c:12]2[c:21]1[C:20](=[C:22]1[CH2:23][CH2:24][NH:25][CH2:26][CH2:27]1)[c:19]1[c:14]([cH:15][cH:16][cH:17][cH:18]1)[O:13]2>>[CH2:2]([CH2:3][CH2:4][C:5]([CH3:6])=[O:7])[N:25]1[CH2:24][CH2:23][C:22](=[C:20]2[c:19]3[c:14]([cH:15][cH:16][cH:17][cH:18]3)[O:13][c:12]3[cH:11][cH:10][cH:9][cH:8][c:21]32)[CH2:27][CH2:26]1.